From a dataset of the Open Reaction Database (ORD), a public repository of structured organic reaction records. describe an organic reaction: reactants, conditions, products, and yield Reactants: IC1C2CC3(CC(CC(C1)C3)C2)NC(OC(C)(C)C)=O (tert-butyl (4-iodotricyclo[4.3.1.13,8]undecan-1-yl)carbamate), Cl (HCl). Run in O1CCOCC1 (1,4-dioxane), O1CCOCC1 (dioxane). Yields the product Cl.IC1C2CC3(CC(CC(C1)C3)C2)N (4-iodotricyclo[4.3.1.13,8]undecan-1-amine hydrochloride), Cl (hydrochloric acid). RXN SMILES: [I:1][CH:2]1[CH2:10][CH:9]2[CH2:11][C:5]3([NH:13]C(=O)OC(C)(C)C)[CH2:6][CH:7]([CH2:12][CH:3]1[CH2:4]3)[CH2:8]2.[ClH:21]>O1CCOCC1>[ClH:21].[I:1][CH:2]1[CH2:10][CH:9]2[CH2:11][C:5]3([NH2:13])[CH2:6][CH:7]([CH2:12][CH:3]1[CH2:4]3)[CH2:8]2.[ClH:21] |f:3.4|. Procedure: To a solution of carbamate 5A (0.10 mmol) in 1,4-dioxane (2 mL) was added a solution of 4 N HCl in dioxane (1.0 mL) and the mixture was maintained at rt for 16 h. The reaction mixture was concentrated and the residue was dissolved in water (2 mL). The aqueous layer was washed with EtOAc (3×5 mL) and concentrated to provide amine (5) in 64% yield as a hydrochloric acid salt. Data: LC/MS (ESR) m/z 292 [M+1]+. The product is C=C(C)C(=O)Nc1ccc(Nc2ccccc2)cc1. As a reaction SMILES: [CH3:1][O-:2].[CH3:20][O:21][C:22]([C:23](=[CH2:24])[CH3:25])=[O:26].[CH3:27][OH:28].[N:4]#[N:5].[NH2:6][c:7]1[cH:8][cH:9][c:10]([NH:11][c:12]2[cH:13][cH:14][cH:15][cH:16][cH:17]2)[cH:18][cH:19]1.[Na+:3]>>[NH:6]([c:7]1[cH:8][cH:9][c:10]([NH:11][c:12]2[cH:13][cH:14][cH:15][cH:16][cH:17]2)[cH:18][cH:19]1)[C:22](=[O:21])[C:23](=[CH2:24])[CH3:25]. Reactants: C[O-], C=C(C)C(=O)OC, CO, N#N, Nc1ccc(Nc2ccccc2)cc1, [Na+]. Reactants: CS(=O)(=O)O (methanesulfonic acid), C[C@@H]1NCCN[C@@H]1C (cis-2,3-dimethylpiperazine), ClC(=O)OCC1=CC=CC=C1 (benzyl chloroformate), C(C)(=O)[O-].[K+] (potassium acetate), C(C)(=O)[O-].[K+] (potassium acetate). Solvent: O (water), C(C)O (ethanol). Run at temperature 20 celsius. The product is C[C@@H]1N(CCN[C@@H]1C)C(=O)OCC1=CC=CC=C1 (phenylmethyl cis-2,3-dimethyl-1-piperazinecarboxylate). Yield: 48.2%. Reaction SMILES: [CH3:1][C@H:2]1[C@@H:7]([CH3:8])[NH:6][CH2:5][CH2:4][NH:3]1.CS(O)(=O)=O.C([O-])(=O)C.[K+].Cl[C:20]([O:22][CH2:23][C:24]1[CH:29]=[CH:28][CH:27]=[CH:26][CH:25]=1)=[O:21]>O.C(O)C>[CH3:1][C@H:2]1[C@@H:7]([CH3:8])[NH:6][CH2:5][CH2:4][N:3]1[C:20]([O:22][CH2:23][C:24]1[CH:29]=[CH:28][CH:27]=[CH:26][CH:25]=1)=[O:21] |f:2.3|. Procedure: A 100 mL, three-necked round-bottom flask was charged with cis-2,3-dimethylpiperazine (Helvetica Chimica Acta, 1994, 77, 1057-64) (1.781 g, 15.6 mmol). The flask was cooled in an ice bath, and a solution of methanesulfonic acid (2.02 mL, 31.2 mmol) in 1.4 mL of water was added slowly, maintaining the temperature below 40° C. The solution was cooled to 20° C., and 2 mL of ethanol was added. The pH was adjusted to 4 with 60% aqueous potassium acetate, and then benzyl chloroformate (2.08 mL, 14.8 m... The reactants are [Br-].C(CCCCCCCCCCC)[N+](C)(C)C1C(CCCC1)O (dodecyl(2-hydroxycyclohexyl)-dimethylammonium bromide), C(C)(=O)OC(C)=O (acetic anhydride), N1=CC=CC=C1 (pyridine). Solvent: O (water). Run at time 16 hour. Product: [Br-].C(C)(=O)OC1C(CCCC1)[N+](CCCCCCCCCCCC)(C)C ((2-Acetoxycyclohexyl)(dimethyl)dodecylammonium bromide). Reaction SMILES: [Br-:1].[CH2:2]([N+:14]([CH:17]1[CH2:22][CH2:21][CH2:20][CH2:19][CH:18]1[OH:23])([CH3:16])[CH3:15])[CH2:3][CH2:4][CH2:5][CH2:6][CH2:7][CH2:8][CH2:9][CH2:10][CH2:11][CH2:12][CH3:13].[C:24](OC(=O)C)(=[O:26])[CH3:25].N1C=CC=CC=1>O>[Br-:1].[C:24]([O:23][CH:18]1[CH2:19][CH2:20][CH2:21][CH2:22][CH:17]1[N+:14]([CH3:15])([CH3:16])[CH2:2][CH2:3][CH2:4][CH2:5][CH2:6][CH2:7][CH2:8][CH2:9][CH2:10][CH2:11][CH2:12][CH3:13])(=[O:26])[CH3:25] |f:0.1,5.6|. Procedure: A mixture of 1.0 g of dodecyl(2-hydroxycyclohexyl)-dimethylammonium bromide prepared in Example 3, 5 ml of acetic anhydride and 5 ml of dry pyridine was allowed to stand at room temperature for about 16 hours. Twenty-five milliliters of water was added and the mixture allowed to stand for one hour. The solution was concentrated under reduced pressure at 50° using a rotary film evaporator. Two 20 ml portions of water were added successively to aid removal of pyridine, followed by absolute ethanol... The reactants are C(C1=CC=CC=C1)(=O)O (benzoic acid), BrC1=CC=C(OCCO)C=C1 (2-(4-bromophenoxy)ethanol), O1CCCC=C1 (dihydropyran), C1(=CC=C(C=C1)S(=O)(=O)O)C (p-toluenesulfonic acid). The solvent is O (H2O), C(Cl)Cl (methylene chloride). The product is O1C(CCCC1)OCCOC1=CC=C(C=C1)Br (4-(2-tetrahydropyranyloxyethoxy)bromobenzene). As a reaction SMILES: [C:1]([OH:9])(=O)[C:2]1C=C[CH:5]=[CH:4][CH:3]=1.[Br:10][C:11]1[CH:20]=[CH:19][C:14]([O:15][CH2:16][CH2:17][OH:18])=[CH:13][CH:12]=1.O1C=CCCC1.C1(C)C=CC(S(O)(=O)=O)=CC=1>O.C(Cl)Cl>[O:9]1[CH2:1][CH2:2][CH2:3][CH2:4][CH:5]1[O:18][CH2:17][CH2:16][O:15][C:14]1[CH:19]=[CH:20][C:11]([Br:10])=[CH:12][CH:13]=1. Reported procedure: The starting benzoic acid (I) is made by the reaction of 2-(4-bromophenoxy)ethanol (V) with dihydropyran, in the presence of methylene chloride and p-toluenesulfonic acid.H2O, to give 4-(2-tetrahydropyranyloxyethoxy)bromobenzene (VI). The bromobenzene (VI) is converted to 4-(2-tetrahydropyranyloxyethoxy)benzoic acid (VII) by reacting with magnesium, in tetrahydrofuran and dibromoethane, and then with carbon dioxide. Reaction of (VII) with methanol yields the starting benzoic acid (I). ##STR2## Reactants: NC1=CC=NN1CC (5-amino-1-ethylpyrazole), BrC1=C(C(=O)O)C=C(C(=C1)OC)OC (2-bromo-4,5-dimethoxybenzoic acid), C(=O)([O-])[O-].[K+].[K+] (K2CO3), CN(C)C=O (DMF). Reagents/catalysts: CC(=O)[O-].CC(=O)[O-].[Cu+2] (Cu(OAc)2). Solvent: O (water), C(C)(=O)O (acetic acid). Product: C(C)N1N=CC=C1NC=1C(C(=O)O)=CC(=C(C1)OC)OC (N-(1-ethylpyrazol-5-yl)-4,5-dimethoxyanthranilic acid). Isolated yield 97.6%. RXN SMILES: [NH2:1][C:2]1[N:6]([CH2:7][CH3:8])[N:5]=[CH:4][CH:3]=1.Br[C:10]1[CH:18]=[C:17]([O:19][CH3:20])[C:16]([O:21][CH3:22])=[CH:15][C:11]=1[C:12]([OH:14])=[O:13].C([O-])([O-])=O.[K+].[K+].CN(C=O)C>CC([O-])=O.CC([O-])=O.[Cu+2].C(O)(=O)C.O>[CH2:7]([N:6]1[C:2]([NH:1][C:10]2[C:11](=[CH:15][C:16]([O:21][CH3:22])=[C:17]([O:19][CH3:20])[CH:18]=2)[C:12]([OH:14])=[O:13])=[CH:3][CH:4]=[N:5]1)[CH3:8] |f:2.3.4,6.7.8|. Reported procedure: A mixture of 5-amino-1-ethylpyrazole (5.0 g, 45 mmol), 2-bromo-4,5-dimethoxybenzoic acid (11.76 g, 45 mmol), K2CO3 (6.21 g, 45 mmol), Cu(OAc)2 (0.8 g, 400 mmol) and DMF (125 ml) was refluxed overnight. The reaction mixture was cooled, poured into water and acidified with acetic acid. The resulting solid was collected by filtration and dried to afford 12.8 g (97%) of N-(1-ethylpyrazol-5-yl)-4,5-dimethoxyanthranilic acid. The reactants are solid, Cl.Cl.O1CCC2=C1C=CC=C2C2CCN(CC2)CC[C@@H]2CC[C@H](CC2)N (trans-4-{2-[4-(2,3-dihydro-benzofuran-4-yl)-piperidin-1-yl]-ethyl}-cyclohexylamine dihydrochloride), Cl.Cl.O1CCC2=C1C=CC=C2C2CCN(CC2)CC[C@@H]2CC[C@H](CC2)N (trans-4-{2-[4-(2,3-dihydro-benzofuran-4-yl)-piperidin-1-yl]-ethyl}-cyclohexylamine dihydrochloride), N1(CCOCC1)C1=NC=C(C(=O)O)C=C1 (6-morpholin-4-yl-nicotinic acid). Yields the product O1CCC2=C1C=CC=C2C2CCN(CC2)CC[C@@H]2CC[C@H](CC2)NC(C2=CN=C(C=C2)N2CCOCC2)=O (trans-N-(4-{2-[4-(2,3-Dihydro-benzofuran-4-yl)-piperidin-1-yl]-ethyl}-cyclohexyl)-6-morpholin-4-yl-nicotinamide). As a reaction SMILES: Cl.Cl.[O:3]1[C:7]2[CH:8]=[CH:9][CH:10]=[C:11]([CH:12]3[CH2:17][CH2:16][N:15]([CH2:18][CH2:19][C@H:20]4[CH2:25][CH2:24][C@H:23]([NH2:26])[CH2:22][CH2:21]4)[CH2:14][CH2:13]3)[C:6]=2[CH2:5][CH2:4]1.[N:27]1([C:33]2[CH:41]=[CH:40][C:36]([C:37](O)=[O:38])=[CH:35][N:34]=2)[CH2:32][CH2:31][O:30][CH2:29][CH2:28]1>>[O:3]1[C:7]2[CH:8]=[CH:9][CH:10]=[C:11]([CH:12]3[CH2:17][CH2:16][N:15]([CH2:18][CH2:19][C@H:20]4[CH2:21][CH2:22][C@H:23]([NH:26][C:37](=[O:38])[C:36]5[CH:40]=[CH:41][C:33]([N:27]6[CH2:28][CH2:29][O:30][CH2:31][CH2:32]6)=[N:34][CH:35]=5)[CH2:24][CH2:25]4)[CH2:14][CH2:13]3)[C:6]=2[CH2:5][CH2:4]1 |f:0.1.2|. Reported procedure: The title compound, off-white solid (100 mg, 78%), MS (ISP) m/z=519.4 [(M+H)+], mp 228° C., was prepared in accordance with the general method of example 1 from trans-4-{2-[4-(2,3-dihydro-benzofuran-4-yl)-piperidin-1-yl]-ethyl}-cyclohexylamine dihydrochloride (intermediate B) (100 mg, 0.25 mmol) and 6-morpholin-4-yl-nicotinic acid. The reactants are C1(=CC=CC=C1)O (phenol), C1C(C)O1 (propylene oxide), ClC=1C(=C(C(=C2C1C(=O)OC2=O)Cl)Cl)Cl (tetrachlorophthalic anhydride), [Cl-].[Al+3].[Cl-].[Cl-] (aluminum chloride). Reaction conditions: temperature 150 celsius, time 2 hour. Product: C1(=CC=CC=C1)O.[Cl-].[Al+3].ClC=1C(=C(C(=C2C1C(=O)OC2=O)Cl)Cl)Cl.[Cl-].[Cl-].C1C(C)O1 (Phenol Tetrachlorophthalic Anhydride - Aluminum Chloride Propylene Oxide). Reaction SMILES: [C:1]1([OH:7])[CH:6]=[CH:5][CH:4]=[CH:3][CH:2]=1.[Cl:8][C:9]1[C:10]([Cl:22])=[C:11]([Cl:21])[C:12]([Cl:20])=[C:13]2[C:18](=[O:19])[O:17][C:15](=[O:16])[C:14]=12.[Cl-:23].[Al+3:24].[Cl-].[Cl-].[CH2:27]1[O:30][CH:28]1[CH3:29]>>[C:1]1([OH:7])[CH:6]=[CH:5][CH:4]=[CH:3][CH:2]=1.[Cl-:8].[Al+3:24].[Cl:8][C:9]1[C:10]([Cl:22])=[C:11]([Cl:21])[C:12]([Cl:20])=[C:13]2[C:18](=[O:19])[O:17][C:15](=[O:16])[C:14]=12.[Cl-:23].[Cl-:8].[CH2:27]1[O:30][CH:28]1[CH3:29] |f:2.3.4.5,7.8.9.10.11.12.13|. Procedure: A 1-liter flask, standardly equipped, was charged with 94 g. of phenol, 286 g. of tetrachlorophthalic anhydride (TCPA) and 1 g. of aluminum chloride. After heating the mixture to 150°C., propylene oxide was added (dropwise) over an 8.5-hour period. The reaction mixture was then stripped for 2 hours at 80°C. and 1 mm. Hg. pressure. The oxypropylated product residue weighed 564.4 g. and had the following properties. Reactants: ClC[C@H]1OC(OC1)(C)C ((S)-4-(chloromethyl)-2,2-dimethyl-1,3-dioxolane), C(Cl)Cl (DCM), ClC1=C(C(N(C=2N=CNC(C21)=O)C)=O)C (5-Chloro-6,8-dimethylpyrido[2,3-d]pyrimidine-4,7(3H,8H)-dione), ClC1=C(C(N(C=2N=CNC(C21)=O)C)=O)C (5-Chloro-6,8-dimethylpyrido[2,3-d]pyrimidine-4,7(3H,8H)-dione), C([O-])([O-])=O.[Cs+].[Cs+] (cesium carbonate). The reagents and catalysts are [I-].[K+] (potassium iodide). Solvent: CN(C)C=O (DMF). Conditions: temperature 120 celsius, time 12 hour. The product is ClC1=C(C(N(C=2N=CN(C(C21)=O)C[C@H]2OC(OC2)(C)C)C)=O)C ((R)-5-Chloro-3-((2,2-dimethyl-1,3-dioxolan-4-yl)methyl)-6,8-dimethylpyrido[2,3-d]pyrimidine-4,7(3H,8H)-dione). The yield is 38.4%. RXN SMILES: [Cl:1][C:2]1[C:11]2[C:10](=[O:12])[NH:9][CH:8]=[N:7][C:6]=2[N:5]([CH3:13])[C:4](=[O:14])[C:3]=1[CH3:15].C(=O)([O-])[O-].[Cs+].[Cs+].Cl[CH2:23][C@@H:24]1[CH2:28][O:27][C:26]([CH3:30])([CH3:29])[O:25]1.C(Cl)Cl>CN(C=O)C.[I-].[K+]>[Cl:1][C:2]1[C:11]2[C:10](=[O:12])[N:9]([CH2:23][C@@H:24]3[CH2:28][O:27][C:26]([CH3:30])([CH3:29])[O:25]3)[CH:8]=[N:7][C:6]=2[N:5]([CH3:13])[C:4](=[O:14])[C:3]=1[CH3:15] |f:1.2.3,7.8|. Procedure: 5-Chloro-6,8-dimethylpyrido[2,3-d]pyrimidine-4,7(3H,8H)-dione (8.3 g, 36.8 mmol, 1 eq, compound 8D), cesium carbonate (47.9 g, 147.5 mmol, 4e q) and potassium iodide (30 mg, cat) were stirred in anhydrous DMF (180 mL, 0.4 M) containing 4 Å molecular sieves (2.49 g) under N2. After 15 minutes (S)-4-(chloromethyl)-2,2-dimethyl-1,3-dioxolane (25.1 mL, 184 mmol, 5 eq) was added and the mixture stirred at 120° C. for 12 hours. DCM (150 mL) was added and the organic layer washed with water (150 mL) dr... Reactants: ClC=1C=C(C=C(C1C[C@H]1C(N(CC1)[C@@H]1CC[C@@H](CC1)O[Si](C(C)C)(C(C)C)C(C)C)=O)Cl)C1=CC=C(C=C1)C(=O)O (3′,5′-dichloro-4′-[(R)-2-oxo-cis-1-(4-triisopropylsilanyloxy-cyclohexyl)-pyrrolidin-3-ylmethyl]-biphenyl-4-carboxylic acid), FCCN1CCNCC1 (1-(2-fluoro-ethyl)-piperazine), C(C)(C)N(CC)C(C)C (diisopropylethylamine), Cl.CN(CCCN=C=NCC)C (1-(3-dimethylaminopropyl)-3-ethylcarbodiimide hydrochloride). Run in ClCCl (dichloromethane), C([O-])(O)=O.[Na+] (sodium bicarbonate). Run at time 8 hour. Yields the product ClC=1C=C(C=C(C1C[C@H]1C(N(CC1)[C@@H]1CC[C@@H](CC1)O[Si](C(C)C)(C(C)C)C(C)C)=O)Cl)C1=CC=C(C=C1)C(=O)N1CCN(CC1)CCF ((R)-3-{3,5-dichloro-4′-[4-(2-fluoro-ethyl)-piperazine-1-carbonyl]-biphenyl-4-ylmethyl}-cis-1-(4-triisopropylsilanyloxy-cyclohexyl)-pyrrolidin-2-one). The yield is 100.0%. RXN SMILES: [Cl:1][C:2]1[CH:3]=[C:4]([C:33]2[CH:38]=[CH:37][C:36]([C:39](O)=[O:40])=[CH:35][CH:34]=2)[CH:5]=[C:6]([Cl:32])[C:7]=1[CH2:8][C@@H:9]1[CH2:13][CH2:12][N:11]([C@H:14]2[CH2:19][CH2:18][C@@H:17]([O:20][Si:21]([CH:28]([CH3:30])[CH3:29])([CH:25]([CH3:27])[CH3:26])[CH:22]([CH3:24])[CH3:23])[CH2:16][CH2:15]2)[C:10]1=[O:31].[F:42][CH2:43][CH2:44][N:45]1[CH2:50][CH2:49][NH:48][CH2:47][CH2:46]1.C(N(C(C)C)CC)(C)C.Cl.CN(C)CCCN=C=NCC>ClCCl.C(=O)(O)[O-].[Na+]>[Cl:32][C:6]1[CH:5]=[C:4]([C:33]2[CH:38]=[CH:37][C:36]([C:39]([N:48]3[CH2:49][CH2:50][N:45]([CH2:44][CH2:43][F:42])[CH2:46][CH2:47]3)=[O:40])=[CH:35][CH:34]=2)[CH:3]=[C:2]([Cl:1])[C:7]=1[CH2:8][C@@H:9]1[CH2:13][CH2:12][N:11]([C@H:14]2[CH2:19][CH2:18][C@@H:17]([O:20][Si:21]([CH:22]([CH3:24])[CH3:23])([CH:28]([CH3:29])[CH3:30])[CH:25]([CH3:26])[CH3:27])[CH2:16][CH2:15]2)[C:10]1=[O:31] |f:3.4,6.7|. Procedure details: Treat a mixture of 3′,5′-dichloro-4′-[(R)-2-oxo-cis-1-(4-triisopropylsilanyloxy-cyclohexyl)-pyrrolidin-3-ylmethyl]-biphenyl-4-carboxylic acid (4 g, 5.46 mmol), 1-(2-fluoro-ethyl)-piperazine (2.97 g, 12.12 mmol) and diisopropylethylamine (3.13 g, 24.24 mmol) in 125 mL dichloromethane with 1-(3-dimethylaminopropyl)-3-ethylcarbodiimide hydrochloride (3.1 g, 16.16 mmol) and stir at room temperature overnight. Dilute with 150 mL saturated sodium bicarbonate and separate layers. Wash the organic layer...